From a dataset of the Open Reaction Database (ORD), a public repository of structured organic reaction records. describe an organic reaction: reactants, conditions, products, and yield Starting materials: CC(C)(C)[Si](C)(C)OCCCn1ccc2c(Br)cccc21, [Li]C(C)(C)C, CN(C)C=O, C1CCOC1. Yields the product CC(C)(C)[Si](C)(C)OCCCn1ccc2c(C=O)cccc21. As a reaction SMILES: [Br:6][c:7]1[c:8]2[cH:9][cH:10][n:11]([CH2:16][CH2:17][CH2:18][O:19][Si:20]([CH3:21])([CH3:22])[C:23]([CH3:24])([CH3:25])[CH3:26])[c:12]2[cH:13][cH:14][cH:15]1.[C:1]([Li:2])([CH3:3])([CH3:4])[CH3:5].[CH3:27][N:28]([CH:29]=[O:30])[CH3:31].[O:32]1[CH2:33][CH2:34][CH2:35][CH2:36]1>>[c:7]1([CH:29]=[O:30])[c:8]2[cH:9][cH:10][n:11]([CH2:16][CH2:17][CH2:18][O:19][Si:20]([CH3:21])([CH3:22])[C:23]([CH3:24])([CH3:25])[CH3:26])[c:12]2[cH:13][cH:14][cH:15]1. Reactants: CO, Cc1nc2c([N+](=O)[O-])c(Oc3ccc(CC(=O)O)cc3Cl)ccc2[nH]1, O=S(=O)(O)O. The product is COC(=O)Cc1ccc(Oc2ccc3[nH]c(C)nc3c2[N+](=O)[O-])c(Cl)c1. As a reaction SMILES: [CH3:31][OH:32].[Cl:1][c:2]1[cH:3][c:4]([CH2:22][C:23](=[O:24])[OH:25])[cH:5][cH:6][c:7]1[O:8][c:9]1[c:10]([N+:19](=[O:20])[O-:21])[c:11]2[c:12]([nH:13][c:14]([CH3:16])[n:15]2)[cH:17][cH:18]1.[S:26](=[O:27])(=[O:28])([OH:29])[OH:30]>>[Cl:1][c:2]1[cH:3][c:4]([CH2:22][C:23](=[O:24])[O:25][CH3:31])[cH:5][cH:6][c:7]1[O:8][c:9]1[c:10]([N+:19](=[O:20])[O-:21])[c:11]2[c:12]([nH:13][c:14]([CH3:16])[n:15]2)[cH:17][cH:18]1. As a reaction SMILES: [Br:8][c:9]1[cH:10][c:11]2[cH:12][cH:13][nH:14][c:15]2[c:16]([C:18](=[O:19])[O:20][CH2:21][CH3:22])[cH:17]1.[CH2:23]([SiH:24]([CH2:25][CH3:26])[CH2:27][CH3:28])[CH3:29].[Cl:30][CH2:31][Cl:32].[S:1]1[CH2:2][C:3](=[O:7])[CH2:4][CH2:5][CH2:6]1>>[S:1]1[CH2:2][CH:3]([c:12]2[c:11]3[cH:10][c:9]([Br:8])[cH:17][c:16]([C:18](=[O:19])[O:20][CH2:21][CH3:22])[c:15]3[nH:14][cH:13]2)[CH2:4][CH2:5][CH2:6]1. Product: CCOC(=O)c1cc(Br)cc2c(C3CCCSC3)c[nH]c12. Starting materials: CCOC(=O)c1cc(Br)cc2cc[nH]c12, CC[SiH](CC)CC, ClCCl, O=C1CCCSC1. Reaction conditions: time 2 hour. Starting materials: C(#N)C1=CC=C(C=C1)N1C(OC(C1)CN1CCC(CC1)(CC(=O)OCC)OS(=O)(=O)C)=O (ethyl 1-(3-(4-cyanophenyl)-2-oxo-5-oxazolidinylmethyl)-4-methanesulfonyloxypiperidine-4-acetate), 4-hydroxy, CS(=O)(=O)Cl.N1=CC=CC=C1 (methanesulfonyl chloride pyridine). The solvent is N (NH3), C(C)O (ethanol), C1CCOC1 (THF). Procedure details: 1 g of ethyl 1-(3-(4-cyanophenyl)-2-oxo-5-oxazolidinylmethyl)-4-methanesulfonyloxypiperidine-4-acetate (obtainable from the 4-hydroxy compound (see Example 13) with methanesulfonyl chloride/pyridine) is dissolved in a 2% NH3 solution in 10 ml of a 1:1 mixture of ethanol and THF, and the solution is left to stand at 20° for 2 hours. The solution is concentrated by evaporation and subjected to conventional work-up to give ethyl 1-(3-(4-cyanophenyl)-2-oxo-5-oxazolidinylmethyl)-4-aminopiperidine-4-a... RXN SMILES: [C:1]([C:3]1[CH:8]=[CH:7][C:6]([N:9]2[CH2:13][CH:12]([CH2:14][N:15]3[CH2:20][CH2:19][C:18](OS(C)(=O)=O)([CH2:21][C:22]([O:24][CH2:25][CH3:26])=[O:23])[CH2:17][CH2:16]3)[O:11][C:10]2=[O:32])=[CH:5][CH:4]=1)#[N:2].CS(Cl)(=O)=O.[N:38]1C=CC=CC=1>N.C(O)C.C1COCC1>[C:1]([C:3]1[CH:8]=[CH:7][C:6]([N:9]2[CH2:13][CH:12]([CH2:14][N:15]3[CH2:20][CH2:19][C:18]([NH2:38])([CH2:21][C:22]([O:24][CH2:25][CH3:26])=[O:23])[CH2:17][CH2:16]3)[O:11][C:10]2=[O:32])=[CH:5][CH:4]=1)#[N:2] |f:1.2|. Yields the product C(#N)C1=CC=C(C=C1)N1C(OC(C1)CN1CCC(CC1)(CC(=O)OCC)N)=O (ethyl 1-(3-(4-cyanophenyl)-2-oxo-5-oxazolidinylmethyl)-4-aminopiperidine-4-acetate). Starting materials: CCI, CCO, Cc1c(Sc2ccc(Cl)cc2)nn(-c2ccc(O)cc2)c(=O)c1C#N, C1CCC2NCCCN2CC1. The product is CCOc1ccc(-n2nc(Sc3ccc(Cl)cc3)c(C)c(C#N)c2=O)cc1. RXN SMILES: [CH2:26]([CH3:27])[I:28].[CH3:40][CH2:41][OH:42].[Cl:1][c:2]1[cH:3][cH:4][c:5]([S:8][c:9]2[c:10]([CH3:25])[c:11]([C:23]#[N:24])[c:12](=[O:22])[n:13](-[c:15]3[cH:16][cH:17][c:18]([OH:21])[cH:19][cH:20]3)[n:14]2)[cH:6][cH:7]1.[N:29]12[CH2:30][CH2:31][CH2:32][NH:33][CH:34]1[CH2:35][CH2:36][CH2:37][CH2:38][CH2:39]2>>[Cl:1][c:2]1[cH:3][cH:4][c:5]([S:8][c:9]2[c:10]([CH3:25])[c:11]([C:23]#[N:24])[c:12](=[O:22])[n:13](-[c:15]3[cH:16][cH:17][c:18]([O:21][CH2:26][CH3:27])[cH:19][cH:20]3)[n:14]2)[cH:6][cH:7]1.